This data is from the Open Reaction Database (ORD), a public repository of structured organic reaction records. The task is: describe an organic reaction: reactants, conditions, products, and yield Starting materials: Cn1c(C(=O)O)cc2cccc(Br)c21, O=C(Cl)C(=O)Cl, CN(C)C=O, ClCCl. The product is Cn1c(C(=O)O)cc2cccc(Br)c21, [Cl-]. RXN SMILES: [Br:4][c:5]1[cH:6][cH:7][cH:8][c:9]2[cH:10][c:11]([C:15](=[O:16])[OH:17])[n:12]([CH3:14])[c:13]12.[C:18]([Cl:19])(=[O:20])[C:21]([Cl:22])=[O:23].[CH3:24][N:25]([CH3:26])[CH:27]=[O:28].[Cl:1][CH2:2][Cl:3]>>[Br:4][c:5]1[cH:6][cH:7][cH:8][c:9]2[cH:10][c:11]([C:15](=[O:16])[OH:17])[n:12]([CH3:14])[c:13]12.[Cl-:1]. The reactants are O (Water), OC=1C=C2C(=C(C(=NC2=CC1)CCC)C#N)C1=CC=CC=C1 (6-hydroxy-4-phenyl-2-propylquinoline-3-carbonitrile), ClCC(=O)N (chloroacetamide), C([O-])([O-])=O.[K+].[K+] (potassium carbonate). The solvent is CN(C=O)C (N,N-dimethylformamide). Run at temperature 60 celsius, time 18 hour. Product: C(#N)C=1C(=NC2=CC=C(C=C2C1C1=CC=CC=C1)OCC(=O)N)CCC (2-[(3-cyano-4-phenyl-2-propylquinolin-6-yl)oxy]acetamide). Yield: 85.2%. RXN SMILES: [OH:1][C:2]1[CH:3]=[C:4]2[C:9](=[CH:10][CH:11]=1)[N:8]=[C:7]([CH2:12][CH2:13][CH3:14])[C:6]([C:15]#[N:16])=[C:5]2[C:17]1[CH:22]=[CH:21][CH:20]=[CH:19][CH:18]=1.Cl[CH2:24][C:25]([NH2:27])=[O:26].C(=O)([O-])[O-].[K+].[K+].O>CN(C)C=O>[C:15]([C:6]1[C:7]([CH2:12][CH2:13][CH3:14])=[N:8][C:9]2[C:4]([C:5]=1[C:17]1[CH:22]=[CH:21][CH:20]=[CH:19][CH:18]=1)=[CH:3][C:2]([O:1][CH2:24][C:25]([NH2:27])=[O:26])=[CH:11][CH:10]=2)#[N:16] |f:2.3.4|. Procedure details: A suspension of 6-hydroxy-4-phenyl-2-propylquinoline-3-carbonitrile (0.98 g, 3.4 mmol), chloroacetamide (0.36 g, 3.8 mmol) and potassium carbonate (0.55 g, 4.0 mmol) in N,N-dimethylformamide (10 ml) was stirred at 60° C. for 18 hrs. Water was added to the reaction mixture and the mixture was extracted with ethyl acetate. The extract was washed with saturated brine, and dried over anhydrous magnesium sulfate. The solvent was evaporated under reduced pressure and the residue was purified by silica... Starting materials: Intermediate 137, O1CCOC2=C1C=CC(=C2)N (1,4-benzodioxan-6-amine), C(CCC)=O (butyraldehyde). The product is C(CCC)NC1=CC2=C(OCCO2)C=C1 (N-Butyl-2,3-dihydrobenzo[b][1,4]dioxin-6-amine). Isolated yield 90.4%. RXN SMILES: [O:1]1[C:6]2[CH:7]=[CH:8][C:9]([NH2:11])=[CH:10][C:5]=2[O:4][CH2:3][CH2:2]1.[CH:12](=O)[CH2:13][CH2:14][CH3:15]>>[CH2:12]([NH:11][C:9]1[CH:8]=[CH:7][C:6]2[O:1][CH2:2][CH2:3][O:4][C:5]=2[CH:10]=1)[CH2:13][CH2:14][CH3:15]. Procedure details: Following a procedure analogous to that for the synthesis of Intermediate 137, 1,4-benzodioxan-6-amine (410 μL, 3.31 mmol) and butyraldehyde (300 μL, 3.31 mmol) were converted to the title compound (620 mg, 83%). 1H NMR (CDCl3) δ 6.77-6.58 (m, 1H), 6.28-5.96 (m, 2H), 4.30-4.12 (m, 4H), 3.04 (t, J=7.2 Hz, 2H), 1.65-1.49 (m, 2H), 1.49-1.37 (m, 2H), 0.95 (t, J=7.4 Hz, 3H); MS(ESI+) m/z 208.3 (M+H)+.